Dataset: the Open Reaction Database (ORD), a public repository of structured organic reaction records. Task: describe an organic reaction: reactants, conditions, products, and yield The reactants are NC=1SC2=C(N=C(N=C2N[C@@H](CO)CC(C)C)S)N1 ((2R)-2-[(2-amino-5-mercapto[1,3]thiazolo[4,5-d]pyrimidin-7-yl)amino]-4-methylpentan-1-ol), Cl[C@H](C)C1=NC=CC=C1F (2-((R)-1-chloroethyl)-3-fluoro-pyridine). As a reaction SMILES: [NH2:1][C:2]1[S:3][C:4]2[C:9]([NH:10][C@H:11]([CH2:14][CH:15]([CH3:17])[CH3:16])[CH2:12][OH:13])=[N:8][C:7]([SH:18])=[N:6][C:5]=2[N:19]=1.Cl[C@@H:21]([C:23]1[C:28]([F:29])=[CH:27][CH:26]=[CH:25][N:24]=1)[CH3:22]>>[NH2:1][C:2]1[S:3][C:4]2[C:9]([NH:10][C@H:11]([CH2:14][CH:15]([CH3:16])[CH3:17])[CH2:12][OH:13])=[N:8][C:7]([S:18][C@H:21]([C:23]3[C:28]([F:29])=[CH:27][CH:26]=[CH:25][N:24]=3)[CH3:22])=[N:6][C:5]=2[N:19]=1. Product: NC=1SC2=C(N=C(N=C2N[C@@H](CO)CC(C)C)S[C@@H](C)C2=NC=CC=C2F)N1 ((2R)-2-[(2-Amino-5-{[(1S)-1-(3-fluoropyridin-2-yl)ethyl]thio}[1,3]thiazolo[4,5-d]pyrimidin-7-yl)amino]-4-methylpentan-1-ol). Isolated yield 38.8%. Procedure details: The title compound was prepared using General method A starting from (2R)-2-[(2-amino-5-mercapto[1,3]thiazolo[4,5-d]pyrimidin-7-yl)amino]-4-methylpentan-1-ol (348 mg, 1.16 mmol) and 2-((R)-1-chloroethyl)-3-fluoro-pyridine (240 mg, 1.5 mmol). Purification by flash column chromatography (eluent DCM:methanol gradient) resulted in 190 mg (47% yield) of the title compound with a diastereomeric excess of 60%. Of this material 55 mg was further purified by preparative HPLC. The last eluting isomer was ... Reactants: NC1=C(C=C(C=C1Br)S(=O)(=O)Cl)Br (4-amino-3,5-dibromobenzenesulfonyl chloride), ice water, C(C)(C)N (isopropylamine), resultant solution. Solvent: O (water). Product: NC1=C(C=C(C=C1Br)S(=O)(=O)NC(C)C)Br (4-Amino-3,5-dibromo-N-isopropylbenzenesulfonamide). RXN SMILES: [NH2:1][C:2]1[C:7]([Br:8])=[CH:6][C:5]([S:9](Cl)(=[O:11])=[O:10])=[CH:4][C:3]=1[Br:13].[CH:14]([NH2:17])([CH3:16])[CH3:15]>O>[NH2:1][C:2]1[C:7]([Br:8])=[CH:6][C:5]([S:9]([NH:17][CH:14]([CH3:16])[CH3:15])(=[O:11])=[O:10])=[CH:4][C:3]=1[Br:13]. Procedure details: 4.0 G. of 4-amino-3,5-dibromobenzenesulfonyl chloride is added to a solution of 34 ml. of isopropylamine in 30 ml. of water. The resultant solution is stirred overnight at room temperature and poured onto 250 ml. of an ice/water mixture. The precipitate is filtered, washed with water and dried. The dried filtrate is recrystallized from isopropanol affording pure 4-amino-3,5-dibromo-N-isopropylbenzenesulfonamide, m.p. 181° to 183° C. Procedure details: A mixture of 1-[5-chloro-8-(3-methoxypyrrolidin-1-yl)quinolin-7-yl]ethanone (0.0445 g, 0.146 mmol) and ammonium acetate (0.112 g, 1.46 mmol) in methanol (0.8 mL) and acetonitrile (0.8 mL) was heated at 65° C. in a sealed tube for 1 hour. After cooling to room temperature, to the resulting mixture was added 1.0 M sodium cyanoborohydride in tetrahydrofuran (0.36 mL, 0.36 mmol). The reaction was heated at 65° C. overnight. The mixture was cooled to room temperature, quenched with sat. NaHCO3 soluti... RXN SMILES: [Cl:1][C:2]1[CH:11]=[C:10]([C:12](=O)[CH3:13])[C:9]([N:15]2[CH2:19][CH2:18][CH:17]([O:20][CH3:21])[CH2:16]2)=[C:8]2[C:3]=1[CH:4]=[CH:5][CH:6]=[N:7]2.C([O-])(=O)C.[NH4+].C([BH3-])#[N:28].[Na+].O1CCCC1>CO.C(#N)C>[Cl:1][C:2]1[CH:11]=[C:10]([CH:12]([NH2:28])[CH3:13])[C:9]([N:15]2[CH2:19][CH2:18][CH:17]([O:20][CH3:21])[CH2:16]2)=[C:8]2[C:3]=1[CH:4]=[CH:5][CH:6]=[N:7]2 |f:1.2,3.4|. Product: ClC1=C2C=CC=NC2=C(C(=C1)C(C)N)N1CC(CC1)OC (1-[5-Chloro-8-(3-methoxypyrrolidin-1-yl)quinolin-7-yl]ethanamine). Conditions: temperature 65 celsius. The reactants are ClC1=C2C=CC=NC2=C(C(=C1)C(C)=O)N1CC(CC1)OC (1-[5-chloro-8-(3-methoxypyrrolidin-1-yl)quinolin-7-yl]ethanone), C(C)(=O)[O-].[NH4+] (ammonium acetate), C(#N)[BH3-].[Na+] (sodium cyanoborohydride), O1CCCC1 (tetrahydrofuran). Solvent: CO (methanol), C(C)#N (acetonitrile). The reactants are S1C2=C(C(=C1)C(=O)C1CCN(CC1)C(=O)OC(C)(C)C)C=CC=C2 (4-[(benzo[b]thiophene-3-yl)carbonyl]-1-piperidinecarboxylic acid, 1,1-dimethylethyl ester). Solvent: FC(C(=O)O)(F)F (trifluoroacetic acid), C(C)OCC (ethyl ether). Reaction conditions: time 35 minute. The product is S1C2=C(C(=C1)C(=O)C1CCNCC1)C=CC=C2 ((Benzo[b]thiophene-3-yl)(4-piperidinyl)methanone). Reaction SMILES: [S:1]1[CH:5]=[C:4]([C:6]([CH:8]2[CH2:13][CH2:12][N:11](C(OC(C)(C)C)=O)[CH2:10][CH2:9]2)=[O:7])[C:3]2[CH:21]=[CH:22][CH:23]=[CH:24][C:2]1=2>FC(F)(F)C(O)=O.C(OCC)C>[S:1]1[CH:5]=[C:4]([C:6]([CH:8]2[CH2:9][CH2:10][NH:11][CH2:12][CH2:13]2)=[O:7])[C:3]2[CH:21]=[CH:22][CH:23]=[CH:24][C:2]1=2. Procedure details: Dissolve 4-[(benzo[b]thiophene-3-yl)carbonyl]-1-piperidinecarboxylic acid, 1,1-dimethylethyl ester (3.75 g, 10.8 mmol) in trifluoroacetic acid (30 mL). Stir at room temperature for 30-40 minutes. Cool in an ice bath and dilute with ethyl ether (200 mL). Keep at 0° C. for 1-2 hours, collect the solid by filtration and recrystallize (methanol/ethyl ether) to give the title compound as small colorless plates; mp 195°-197° C. Reactants: CS(=O)(=O)C1=CC=C(C=C1)Br (4-bromophenyl methyl sulphone), C(CCC#C)O (4-pentyn-1-ol). Product: CS(=O)(=O)C1=CC=C(C=C1)C#CCCCO (5-(4-Methanesulfonylphenyl)pent-4-yn-1-ol). RXN SMILES: [CH3:1][S:2]([C:5]1[CH:10]=[CH:9][C:8](Br)=[CH:7][CH:6]=1)(=[O:4])=[O:3].[CH2:12]([OH:17])[CH2:13][CH2:14][C:15]#[CH:16]>>[CH3:1][S:2]([C:5]1[CH:10]=[CH:9][C:8]([C:16]#[C:15][CH2:14][CH2:13][CH2:12][OH:17])=[CH:7][CH:6]=1)(=[O:4])=[O:3]. Procedure details: Preparation of the title compound with 4-bromophenyl methyl sulphone (5.87 g, 25 mmol) and 4-pentyn-1-ol (2.1 g, 25 mmol) according to the procedure in Example 18 yielded 5.12 g (87%) of yellow oil which was characterized as 5-(4-Methanesulfonylphenyl)pent-4-yn-1-ol: NMR (CDCl3) δ 1.88-1.93 (m, 2H), 2.56-2.60 (t, J=6.99, 2H ), 3.04 (s, 3H), 3.80-3.84 (t, J=6.15, 2H), 7.56 (d, J=5.1, 2H), 7.85 (d, J=4.8, 2H). MS m/Z 239 (M+H cald. for C12H14O3S 238.3). Reactants: C(C1=CC=CC=C1)OCC[C@@H](C1=NN2C(C(N1C1=CC=CC=C1)=O)=CC=C2)NC(OC(C)(C)C)=O ((S)-tert-Butyl (3-(benzyloxy)-1-(4-oxo-3-phenyl-3,4-dihydropyrrolo[2,1-f][1,2,4]triazin-2-yl)propyl)carbamate). The reagents and catalysts are [Pd] (Palladium on carbon). The solvent is CO (methanol). Product: OCC[C@@H](C1=NN2C(C(N1C1=CC=CC=C1)=O)=CC=C2)NC(OC(C)(C)C)=O ((S)-tert-Butyl (3-hydroxy-1-(4-oxo-3-phenyl-3,4-dihydropyrrolo[2,1-f][1,2,4]triazin-2-yl)propyl)carbamate). The yield is 98.7%. Reaction SMILES: C([O:8][CH2:9][CH2:10][C@H:11]([NH:28][C:29](=[O:35])[O:30][C:31]([CH3:34])([CH3:33])[CH3:32])[C:12]1[N:17]([C:18]2[CH:23]=[CH:22][CH:21]=[CH:20][CH:19]=2)[C:16](=[O:24])[C:15]2=[CH:25][CH:26]=[CH:27][N:14]2[N:13]=1)C1C=CC=CC=1>CO.[Pd]>[OH:8][CH2:9][CH2:10][C@H:11]([NH:28][C:29](=[O:35])[O:30][C:31]([CH3:33])([CH3:32])[CH3:34])[C:12]1[N:17]([C:18]2[CH:23]=[CH:22][CH:21]=[CH:20][CH:19]=2)[C:16](=[O:24])[C:15]2=[CH:25][CH:26]=[CH:27][N:14]2[N:13]=1. Reported procedure: (S)-tert-Butyl (3-(benzyloxy)-1-(4-oxo-3-phenyl-3,4-dihydropyrrolo[2,1-f][1,2,4]triazin-2-yl)propyl)carbamate (0.65 g, 1.37 mmol) was dissolved in 33 mL methanol. Palladium on carbon (10%, 0.65 g, 6.11 mmol) was added and the mixture was hydrogenated at 30 psi overnight. The crude was filtered through a plug of Celite, washing several times with ethyl acetate. The combined filtrates were evaporated to give 0.52 g (99% yield) of the title compound as a white solid. Purity 100%. Reactants: CN1CCCC1=O, CCN(C(C)C)C(C)C, Clc1nc2ccccc2[nH]1, NCc1cn(-c2ccccc2)c2cc(Cl)ccc2c1=O. Product: O=c1c(CNc2nc3ccccc3[nH]2)cn(-c2ccccc2)c2cc(Cl)ccc12. As a reaction SMILES: [CH3:40][N:41]1[CH2:42][CH2:43][CH2:44][C:45]1=[O:46].[CH:21]([N:22]([CH2:23][CH3:24])[CH:25]([CH3:26])[CH3:27])([CH3:28])[CH3:29].[Cl:30][c:31]1[nH:32][c:33]2[c:34]([n:35]1)[cH:36][cH:37][cH:38][cH:39]2.[NH2:1][CH2:2][c:3]1[cH:4][n:5](-[c:15]2[cH:16][cH:17][cH:18][cH:19][cH:20]2)[c:6]2[cH:7][c:8]([Cl:14])[cH:9][cH:10][c:11]2[c:12]1=[O:13]>>[NH:1]([CH2:2][c:3]1[cH:4][n:5](-[c:15]2[cH:16][cH:17][cH:18][cH:19][cH:20]2)[c:6]2[cH:7][c:8]([Cl:14])[cH:9][cH:10][c:11]2[c:12]1=[O:13])[c:31]1[nH:32][c:33]2[c:34]([n:35]1)[cH:36][cH:37][cH:38][cH:39]2. Starting materials: ClC1=CC=C2C(=CNC2=C1)C(=O)N1CCC(CC1)C1=C(C=CC=C1OC)OC ((6-chloro-1H-indol-3-yl)-[4-(2,6-dimethoxy-phenyl)-piperidin-1-yl]-methanone), ClCC(=O)N1CCN(CC1)C (2-chloro-1-(4-methyl-piperazin-1-yl)-ethanone). Yields the product ClC1=CC=C2C(=CN(C2=C1)CC(=O)N1CCN(CC1)C)C(=O)N1CCC(CC1)C1=C(C=CC=C1OC)OC (2-{6-Chloro-3-[4-(2,6-dimethoxy-phenyl)-piperidine-1-carbonyl]-indol-1-yl}-1-(4-methyl-piperazin-1-yl)-ethanone). RXN SMILES: [Cl:1][C:2]1[CH:10]=[C:9]2[C:5]([C:6]([C:11]([N:13]3[CH2:18][CH2:17][CH:16]([C:19]4[C:24]([O:25][CH3:26])=[CH:23][CH:22]=[CH:21][C:20]=4[O:27][CH3:28])[CH2:15][CH2:14]3)=[O:12])=[CH:7][NH:8]2)=[CH:4][CH:3]=1.Cl[CH2:30][C:31]([N:33]1[CH2:38][CH2:37][N:36]([CH3:39])[CH2:35][CH2:34]1)=[O:32]>>[Cl:1][C:2]1[CH:10]=[C:9]2[C:5]([C:6]([C:11]([N:13]3[CH2:14][CH2:15][CH:16]([C:19]4[C:24]([O:25][CH3:26])=[CH:23][CH:22]=[CH:21][C:20]=4[O:27][CH3:28])[CH2:17][CH2:18]3)=[O:12])=[CH:7][N:8]2[CH2:30][C:31]([N:33]2[CH2:38][CH2:37][N:36]([CH3:39])[CH2:35][CH2:34]2)=[O:32])=[CH:4][CH:3]=1. Procedure details: Following general procedure II, the alkylation of (6-chloro-1H-indol-3-yl)-[4-(2,6-dimethoxy-phenyl)-piperidin-1-yl]-methanone (preparation described herein), with (commercially available) 2-chloro-1-(4-methyl-piperazin-1-yl)-ethanone gave the title compound. Starting materials: CC=CC(=O)NCc1ccccc1, CCOCC, CN(N=O)C(=N)N[N+](=O)[O-], [K+], CC(=O)[O-], CC(=O)[O-], [OH-], [Pd+2]. Yields the product CC1CC1C(=O)NCc1ccccc1. Reaction SMILES: [CH2:13]([c:14]1[cH:15][cH:16][cH:17][cH:18][cH:19]1)[NH:20][C:21]([CH:22]=[CH:23][CH3:24])=[O:25].[CH3:35][CH2:36][O:37][CH2:38][CH3:39].[CH3:3][N:4]([C:5]([NH:6][N+:7](=[O:8])[O-:9])=[NH:10])[N:11]=[O:12].[K+:2].[O-:27][C:28]([CH3:29])=[O:30].[O-:31][C:32]([CH3:33])=[O:34].[OH-:1].[Pd+2:26]>>[CH3:3][CH:23]1[CH:22]([C:21]([NH:20][CH2:13][c:14]2[cH:15][cH:16][cH:17][cH:18][cH:19]2)=[O:25])[CH2:24]1.